Dataset: the Open Reaction Database (ORD), a public repository of structured organic reaction records. Task: describe an organic reaction: reactants, conditions, products, and yield Starting materials: BrC1=C(C=C(C=C1)C)F (1-bromo-2-fluoro-4-methylbenzene), [Mg] (magnesium), BrC=1SC=CC1 (2-bromothiophene), BrC=1SC=CC1 (2-bromothiophene). Reagents/catalysts: C=1C=CC(=CC1)[P](C=2C=CC=CC2)(C=3C=CC=CC3)[Pd]([P](C=4C=CC=CC4)(C=5C=CC=CC5)C=6C=CC=CC6)([P](C=7C=CC=CC7)(C=8C=CC=CC8)C=9C=CC=CC9)[P](C=1C=CC=CC1)(C=1C=CC=CC1)C=1C=CC=CC1 (Pd(PPh3)4). The solvent is C1CCOC1 (THF), C1CCOC1 (THF). Yields the product FC1=C(C=CC(=C1)C)C=1SC=CC1 (2-(2-fluoro-4-methylphenyl)-thiophene). The yield is 71.8%. As a reaction SMILES: [Mg].Br[C:3]1[S:4][CH:5]=[CH:6][CH:7]=1.Br[C:9]1[CH:14]=[CH:13][C:12]([CH3:15])=[CH:11][C:10]=1[F:16]>C1COCC1.C1C=CC([P]([Pd]([P](C2C=CC=CC=2)(C2C=CC=CC=2)C2C=CC=CC=2)([P](C2C=CC=CC=2)(C2C=CC=CC=2)C2C=CC=CC=2)[P](C2C=CC=CC=2)(C2C=CC=CC=2)C2C=CC=CC=2)(C2C=CC=CC=2)C2C=CC=CC=2)=CC=1>[F:16][C:10]1[CH:11]=[C:12]([CH3:15])[CH:13]=[CH:14][C:9]=1[C:3]1[S:4][CH:5]=[CH:6][CH:7]=1 |^1:25,27,46,65|. Procedure details: To a mixture of magnesium (0.25 g, 10.58 mmol) in anhydrous THF (5.3 mL) was added 2-bromothiophene (1.73 g, 10.58 mmol) dropwise. The mixture was heated at reflux under argon for 0.5 h. An additional 0.35 g of 2-bromothiophene was added to consume the remaining magnesium. The reaction mixture was heated for additional 1.5 h to afford a solution which was transferred to a mixture of 1-bromo-2-fluoro-4-methylbenzene (2.0 g, 10.58 mmol), Pd(PPh3)4 (0.61 g, 0.53 mmol), and THF (23.5 mL). The result...